describe an organic reaction: reactants, conditions, products, and yield From a dataset of the Open Reaction Database (ORD), a public repository of structured organic reaction records. Yields the product Nc1cc2c(cc1[N+](=O)[O-])CCC2. Reactants: Cl, CC(=O)Nc1cc2c(cc1[N+](=O)[O-])CCC2, O. As a reaction SMILES: [ClH:17].[N+:1](=[O:2])([O-:3])[c:4]1[c:5]([NH:13][C:14](=[O:15])[CH3:16])[cH:6][c:7]2[c:11]([cH:12]1)[CH2:10][CH2:9][CH2:8]2.[OH2:18]>>[N+:1](=[O:2])([O-:3])[c:4]1[c:5]([NH2:13])[cH:6][c:7]2[c:11]([cH:12]1)[CH2:10][CH2:9][CH2:8]2.